This data is from the Open Reaction Database (ORD), a public repository of structured organic reaction records. The task is: describe an organic reaction: reactants, conditions, products, and yield Starting materials: CI, O=C(NCc1cccc([N+](=O)[O-])c1)C(F)(F)F, [H-], [Na+], C1CCOC1. The product is CN(Cc1cccc([N+](=O)[O-])c1)C(=O)C(F)(F)F. As a reaction SMILES: [CH3:20][I:21].[F:3][C:4]([C:5](=[O:6])[NH:7][CH2:8][c:9]1[cH:10][c:11]([N+:15](=[O:16])[O-:17])[cH:12][cH:13][cH:14]1)([F:18])[F:19].[H-:1].[Na+:2].[O:22]1[CH2:23][CH2:24][CH2:25][CH2:26]1>>[F:3][C:4]([C:5](=[O:6])[N:7]([CH2:8][c:9]1[cH:10][c:11]([N+:15](=[O:16])[O-:17])[cH:12][cH:13][cH:14]1)[CH3:20])([F:18])[F:19]. Reactants: O1C(C(=O)O)C1C(=O)O.C1(=CC=CC=C1)[K] (monophenyl potassium epoxysuccinate), C(C(=O)Cl)(=O)Cl (oxalyl chloride), NC1=CC=CC=C1 (aniline). Product: C1(=CC=CC=C1)NC(C1C(C(=O)OC2=CC=CC=C2)O1)=O (phenyl N-phenyl-2,3-epoxysuccinamate). Isolated yield 19.7%. As a reaction SMILES: [O:1]1[CH:6]([C:7]([OH:9])=[O:8])[CH:2]1[C:3]([OH:5])=O.[C:10]1([K])[CH:15]=[CH:14][CH:13]=[CH:12][CH:11]=1.C(Cl)(=O)C(Cl)=O.[NH2:23][C:24]1[CH:29]=[CH:28][CH:27]=[CH:26][CH:25]=1>>[C:24]1([NH:23][C:3](=[O:5])[CH:2]2[O:1][CH:6]2[C:7]([O:9][C:10]2[CH:15]=[CH:14][CH:13]=[CH:12][CH:11]=2)=[O:8])[CH:29]=[CH:28][CH:27]=[CH:26][CH:25]=1 |f:0.1|. Procedure: Following the procedure of Example 1, monophenyl potassium epoxysuccinate (3.64 g) was successively treated with oxalyl chloride (2.10 g) and aniline (1.4 g) to give 0.82 g of phenyl N-phenyl-2,3-epoxysuccinamate (Compound No. 28) as colorless needles melting at 121° C. The reactants are CNC, CSc1nc(=O)c(-c2ccc(Cl)cc2)nn1N, c1ccncc1. The product is CN(C)c1nc(=O)c(-c2ccc(Cl)cc2)nn1N. As a reaction SMILES: [CH3:18][NH:19][CH3:20].[NH2:1][n:2]1[n:3][c:4](-[c:11]2[cH:12][cH:13][c:14]([Cl:17])[cH:15][cH:16]2)[c:5](=[O:10])[n:6][c:7]1[S:8][CH3:9].[cH:21]1[cH:22][cH:23][n:24][cH:25][cH:26]1>>[NH2:1][n:2]1[n:3][c:4](-[c:11]2[cH:12][cH:13][c:14]([Cl:17])[cH:15][cH:16]2)[c:5](=[O:10])[n:6][c:7]1[N:19]([CH3:18])[CH3:20]. The reactants are O(C1=CC=CC=C1)P(=O)(OC1=CC=CC=C1)OC=1C[C@H]2N(C1C(=O)OCC1=CC=C(C=C1)[N+](=O)[O-])C([C@@H]2[C@@H](C)O)=O (p-nitrobenzyl (5R,6S)-2-diphenoxyphosphoryloxy-6-[(R)-1-hydroxyethyl]-1-carbapen-2-em-3-carboxylate), O=C1NC(C(N1)=O)[C@H]1N(C[C@H](C1)SCC1=CC=C(C=C1)OC)C(=O)OCC1=CC=C(C=C1)[N+](=O)[O-] ((2S,4S)-2-(2,4-dioxoimidazolidin-5-yl)-4-(p-methoxybenzylthio)-N-(p-nitrobenzyloxycarbonyl)pyrrolidine). Yields the product O=C1NC(C(N1)=O)[C@H]1N(C[C@H](C1)SC=1C[C@H]2N(C1C(=O)OCC1=CC=C(C=C1)[N+](=O)[O-])C([C@@H]2[C@@H](C)O)=O)C(=O)OCC2=CC=C(C=C2)[N+](=O)[O-] (p-nitrobenzyl (5R,6S)-2-[(2S,4S)-2-(2,4-dioxoimidazolidin-5-yl)-N-(p-nitrobenzyloxycarbonyl)pyrrolidin-4-ylthio]-6-[(R)-1-hydroxyethyl]-1-carbapen-2-em-3-carboxylate). The yield is 17.6%. As a reaction SMILES: O(P(O[C:18]1[CH2:19][C@@H:20]2[C@@H:37]([C@H:38]([OH:40])[CH3:39])[C:36](=[O:41])[N:21]2[C:22]=1[C:23]([O:25][CH2:26][C:27]1[CH:32]=[CH:31][C:30]([N+:33]([O-:35])=[O:34])=[CH:29][CH:28]=1)=[O:24])(OC1C=CC=CC=1)=O)C1C=CC=CC=1.[O:42]=[C:43]1[NH:47][C:46](=[O:48])[CH:45]([C@@H:49]2[CH2:53][C@H:52]([S:54]CC3C=CC(OC)=CC=3)[CH2:51][N:50]2[C:64]([O:66][CH2:67][C:68]2[CH:73]=[CH:72][C:71]([N+:74]([O-:76])=[O:75])=[CH:70][CH:69]=2)=[O:65])[NH:44]1>>[O:42]=[C:43]1[NH:47][C:46](=[O:48])[CH:45]([C@@H:49]2[CH2:53][C@H:52]([S:54][C:18]3[CH2:19][C@@H:20]4[C@@H:37]([C@H:38]([OH:40])[CH3:39])[C:36](=[O:41])[N:21]4[C:22]=3[C:23]([O:25][CH2:26][C:27]3[CH:28]=[CH:29][C:30]([N+:33]([O-:35])=[O:34])=[CH:31][CH:32]=3)=[O:24])[CH2:51][N:50]2[C:64]([O:66][CH2:67][C:68]2[CH:73]=[CH:72][C:71]([N+:74]([O-:76])=[O:75])=[CH:70][CH:69]=2)=[O:65])[NH:44]1. Reported procedure: The same procedure as in Example 1-1 was carried out by using p-nitrobenzyl (5R,6S)-2-diphenoxyphosphoryloxy-6-[(R)-1-hydroxyethyl]-1-carbapen-2-em-3-carboxylate (150 mg, 0.258 mmol) and (2S,4S)-2-(2,4-dioxoimidazolidin-5-yl)-4-(p-methoxybenzylthio)-N-(p-nitrobenzyloxycarbonyl)pyrrolidine (120 mg, 0.240 mmol, compound of Reference Example 28) to obtain p-nitrobenzyl (5R,6S)-2-[(2S,4S)-2-(2,4-dioxoimidazolidin-5-yl)-N-(p-nitrobenzyloxycarbonyl)pyrrolidin-4-ylthio]-6-[(R)-1-hydroxyethyl]-1-carbape...